From a dataset of the Open Reaction Database (ORD), a public repository of structured organic reaction records. describe an organic reaction: reactants, conditions, products, and yield The reactants are Cn1nnc(-c2ccc3[nH]ccc3c2)n1, CCO, Cl, [K+], O=C1CCNCC1, [OH-], O. The product is Cn1nnc(-c2ccc3[nH]cc(C4=CCNCC4)c3c2)n1. As a reaction SMILES: [CH3:1][n:2]1[n:3][c:4](-[c:7]2[cH:8][c:9]3[cH:10][cH:11][nH:12][c:13]3[cH:14][cH:15]2)[n:5][n:6]1.[CH3:26][CH2:27][OH:28].[ClH:23].[K+:25].[NH:16]1[CH2:17][CH2:18][C:19](=[O:22])[CH2:20][CH2:21]1.[OH-:24].[OH2:29]>>[CH3:1][n:2]1[n:3][c:4](-[c:7]2[cH:8][c:9]3[c:10]([C:19]4=[CH:18][CH2:17][NH:16][CH2:21][CH2:20]4)[cH:11][nH:12][c:13]3[cH:14][cH:15]2)[n:5][n:6]1. Reactants: CC1=C(C=C(C=C1)C)C(C[SiH](OC)OC)C (3-(2,5-dimethylphenyl)-1,1-dimethoxy-1-silabutane), C=CCCCC (1-hexene). Reagents/catalysts: [H+].[H+].Cl[Pt-2](Cl)(Cl)(Cl)(Cl)Cl (chloroplatinic acid). Solvent: C(C)(C)O (isopropanol). Yields the product CO[Si](CC(C)C1=C(C=CC(=C1)C)C)(CCCCCC)OC (4,4-dimethoxy-2-(2,5-dimethylphenyl)-4-siladecane). Isolated yield 59.5%. RXN SMILES: [CH3:1][C:2]1[CH:7]=[CH:6][C:5]([CH3:8])=[CH:4][C:3]=1[CH:9]([CH3:16])[CH2:10][SiH:11]([O:14][CH3:15])[O:12][CH3:13].[CH2:17]=[CH:18][CH2:19][CH2:20][CH2:21][CH3:22]>C(O)(C)C.[H+].[H+].Cl[Pt-2](Cl)(Cl)(Cl)(Cl)Cl>[CH3:13][O:12][Si:11]([O:14][CH3:15])([CH2:17][CH2:18][CH2:19][CH2:20][CH2:21][CH3:22])[CH2:10][CH:9]([C:3]1[CH:4]=[C:5]([CH3:8])[CH:6]=[CH:7][C:2]=1[CH3:1])[CH3:16] |f:3.4.5|. Reported procedure: In the same apparatus and procedures as EXAMPLE 1, 12.7 g (0.049 mole) of 3-(2,5-dimethylphenyl)-1,1-dimethoxy-1-silabutane, 13.1 g (0.15 mole) of 1-hexene, and 90 μl of 1% chloroplatinic acid in isopropanol were placed under the dry nitrogen atmosphere. The reactor was refluxed for 3 hours. Vacuum distillation of the reaction products gave 9.4 g (bp, 131°-3° C./0.6 mmHg) of 4,4-dimethoxy-2-(2,5-dimethylphenyl)-4-siladecane. The reactants are C1CCOC1, CC(C)[N-]C(C)C, COC(=O)C1COC(C)(C)O1, CCOC(C)=O, ClCI, [Li+], [Na+], [OH-]. Yields the product CC1(C)OCC(C(=O)CCl)O1. As a reaction SMILES: [CH2:25]1[O:26][CH2:27][CH2:28][CH2:29]1.[CH3:16][CH:17]([N-:18][CH:19]([CH3:20])[CH3:21])[CH3:22].[CH3:1][C:2]1([CH3:11])[O:3][CH2:4][CH:5]([C:7]([O:9][CH3:8])=[O:10])[O:6]1.[CH3:30][CH2:31][O:32][C:33]([CH3:34])=[O:35].[Cl:12][CH2:13][I:14].[Li+:15].[Na+:24].[OH-:23]>>[CH3:1][C:2]1([CH3:11])[O:3][CH2:4][CH:5]([C:7](=[O:9])[CH2:13][Cl:12])[O:6]1. The reactants are Nc1cc([N+](=O)[O-])ccc1Cl, Cl, [K+], O=N[O-], [Na+], O, N#C[S-]. Product: N#CSc1cc([N+](=O)[O-])ccc1Cl. As a reaction SMILES: [Cl:1][c:2]1[c:3]([NH2:4])[cH:5][c:6]([N+:9](=[O:10])[O-:11])[cH:7][cH:8]1.[ClH:12].[K+:20].[N:13]([O-:14])=[O:15].[Na+:16].[OH2:21].[S-:17][C:18]#[N:19]>>[Cl:1][c:2]1[c:3]([S:17][C:18]#[N:19])[cH:5][c:6]([N+:9](=[O:10])[O-:11])[cH:7][cH:8]1. The reactants are [Na] (sodium), C(CC(=O)OCC)(=O)OCC (diethyl malonate), C(C=C)NC(=O)N (allyl urea), Na. The solvent is C(C)O (ethyl alcohol). The product is C(C=C)N1C(NC(CC1=O)=O)=O (1-allylpyrimidine-2,4,6(1H,3H,5H)-trione). Isolated yield 58.0%. Reaction SMILES: [Na].[C:2]([O:10]CC)(=O)[CH2:3][C:4]([O:6]CC)=O.[CH2:13]([NH:16][C:17]([NH2:19])=[O:18])[CH:14]=[CH2:15]>C(O)C>[CH2:13]([N:16]1[C:2](=[O:10])[CH2:3][C:4](=[O:6])[NH:19][C:17]1=[O:18])[CH:14]=[CH2:15] |^1:0|. Procedure details: 9.2 g sodium thread (0.4 mol) was added to 300 mL anhydrous ethyl alcohol with stirring at room temperature. After the Na was dissolved completely, 30 mL diethyl malonate (0.2 mol) and 20 g allyl urea (0.2 mol) were added and refluxed for 5 hours. After the completion of reaction, sucking filtration was performed when the reaction solution was still hot. The filter cake was dissolved in 150 mL anhydrous ethyl alcohol and HCl was used to adjust the pH to 2˜3. After sucking filtration, the filtrat...